From a dataset of the Open Reaction Database (ORD), a public repository of structured organic reaction records. describe an organic reaction: reactants, conditions, products, and yield Reactants: C(C)OC(=O)[C@H]1O[C@@H]1C(N[C@H](C(NCC=1N=NN(C1)C1=CC=C(C=C1)S(=O)(=O)N1CCCCC1)=O)CC=1N=CSC1)=O ((2S,3S)-ethyl-3-((S)-1-oxo-1-((1-(4-(piperidin-1-ylsulfonyl)phenyl)-1H-1,2,3-triazol-4-yl)methylamino)-3-(thiazol-4-yl)propan-2-ylcarbamoyl)oxirane-2-carboxylate), [Li+].[OH-] (LiOH). The product is O=C([C@H](CC=1N=CSC1)NC(=O)[C@@H]1[C@H](O1)C(=O)O)NCC=1N=NN(C1)C1=CC=C(C=C1)S(=O)(=O)N1CCCCC1 ((2S,3S)-3-((S)-1-oxo-1-((1-(4-(piperidin-1-ylsulfonyl)phenyl)-1H-1,2,3-triazol-4-yl)methylamino)-3-(thiazol-4-yl)propan-2-ylcarbamoyl)oxirane-2-carboxylic acid). Isolated yield 4.8%. As a reaction SMILES: C([O:3][C:4]([C@@H:6]1[C@@H:8]([C:9](=[O:42])[NH:10][C@@H:11]([CH2:36][C:37]2[N:38]=[CH:39][S:40][CH:41]=2)[C:12](=[O:35])[NH:13][CH2:14][C:15]2[N:16]=[N:17][N:18]([C:20]3[CH:25]=[CH:24][C:23]([S:26]([N:29]4[CH2:34][CH2:33][CH2:32][CH2:31][CH2:30]4)(=[O:28])=[O:27])=[CH:22][CH:21]=3)[CH:19]=2)[O:7]1)=[O:5])C.[Li+].[OH-]>>[O:35]=[C:12]([NH:13][CH2:14][C:15]1[N:16]=[N:17][N:18]([C:20]2[CH:25]=[CH:24][C:23]([S:26]([N:29]3[CH2:34][CH2:33][CH2:32][CH2:31][CH2:30]3)(=[O:28])=[O:27])=[CH:22][CH:21]=2)[CH:19]=1)[C@@H:11]([NH:10][C:9]([C@H:8]1[O:7][C@@H:6]1[C:4]([OH:5])=[O:3])=[O:42])[CH2:36][C:37]1[N:38]=[CH:39][S:40][CH:41]=1 |f:1.2|. Reported procedure: Followed general procedure using: the corresponding peptidomimetic epoxide ethyl ester 40 (26 mg, 0.42 mmol); LiOH (1.0 mg, 0.04 mmol); after extraction afforded the desired product as a white solid (12 mg, 48.3%). 1H NMR (Acetone-d6, 400 MHz): δ8.98 (bs, 1H); 8.48 (s, 1H); 8.16-8.12 (d, 2H, 8.48); 8.02-8.00 (d, 2H, J=8.48 Hz); 7.37 (bs, 1H); 4.81 (bs, 1H); 4.52 (s, 2H); 3.85-3.79 (m, 4H); 3.61 (s, 1H); 3.55 (s, 1H); 1.82-1.60 (m, 6H). 13C NMR (Acetone-d6, 100 MHz): 170.07, 169.01, 165.12, 153.5...